From a dataset of the Open Reaction Database (ORD), a public repository of structured organic reaction records. describe an organic reaction: reactants, conditions, products, and yield As a reaction SMILES: [Br:30][N:31]1[C:32](=[O:34])[CH2:35][CH2:36][C:37]1=[O:33].[C:1]([CH3:2])(=[O:3])[O:4][CH2:5][C:6]([CH:7]1[CH:8]([CH3:28])[CH2:9][CH:10]2[CH:11]3[CH2:12][CH:13]([Cl:27])[C:14]4=[CH:15][C:16](=[O:26])[CH:17]=[CH:18][C:19]4([CH3:20])[C:21]3=[CH:22][CH2:23][C:24]12[CH3:25])=[O:29].[Cl+3:38]([OH:39])([O-:40])([O-:41])[O-:42].[O:44]1[CH2:45][CH2:46][O:47][CH2:48][CH2:49]1.[OH2:43]>>[C:1]([CH3:2])(=[O:3])[O:4][CH2:5][C:6]([CH:7]1[CH:8]([CH3:28])[CH2:9][CH:10]2[CH:11]3[CH2:12][CH:13]([Cl:27])[C:14]4=[CH:15][C:16](=[O:26])[CH:17]=[CH:18][C:19]4([CH3:20])[C:21]34[CH:22]([CH2:23][C:24]12[CH3:25])[O:33]4)=[O:29]. Reactants: O=C1CCC(=O)N1Br, CC(=O)OCC(=O)C1C(C)CC2C3CC(Cl)C4=CC(=O)C=CC4(C)C3=CCC21C, [O-][Cl+3]([O-])([O-])O, C1COCCO1, O. Product: CC(=O)OCC(=O)C1C(C)CC2C3CC(Cl)C4=CC(=O)C=CC4(C)C34OC4CC21C. Reactants: CC(C)C=O, CC(C)(N)CO, C1COCN1, O, OP(O)O. Product: C1COCN1, O=[PH](O)O. Reaction SMILES: [CH:7](=[O:8])[CH:9]([CH3:10])[CH3:11].[NH2:1][C:2]([CH3:3])([CH3:4])[CH2:5][OH:6].[O:12]1[CH2:13][NH:14][CH2:15][CH2:16]1.[OH2:21].[P:17]([OH:18])([OH:19])[OH:20]>>[O:12]1[CH2:13][NH:14][CH2:15][CH2:16]1.[PH:17](=[O:18])([OH:19])[OH:20]. Starting materials: C(C)(=O)OCC(=O)N1CC2=CC=C(C=C2CC1)N1C(O[C@H](C1)CNC(C)=O)=O (N-[[(5S)-3-[2-[(acetyloxy)acetyl]-1,2,3,4-tetrahydro-6-isoquinolinyl]-2-oxo-5-oxazolidinyl]methyl]acetamide), C(=O)([O-])[O-].[K+].[K+] (K2CO3), Cl (HCl). Solvent: CO (MeOH). Reaction conditions: time 1 hour. The product is OCC(=O)N1CC2=CC=C(C=C2CC1)N1C(O[C@H](C1)CNC(C)=O)=O ((−)-N-[[(5S)-3-[2-[(Hydroxy)acetyl]-1,2,3,4-tetrahydro-6-isoquinolinyl]-2-oxo-5-oxazolidinyl]methyl]acetamide). Isolated yield 71.1%. RXN SMILES: C([O:4][CH2:5][C:6]([N:8]1[CH2:17][CH2:16][C:15]2[C:10](=[CH:11][CH:12]=[C:13]([N:18]3[CH2:22][C@H:21]([CH2:23][NH:24][C:25](=[O:27])[CH3:26])[O:20][C:19]3=[O:28])[CH:14]=2)[CH2:9]1)=[O:7])(=O)C.C([O-])([O-])=O.[K+].[K+].Cl>CO>[OH:4][CH2:5][C:6]([N:8]1[CH2:17][CH2:16][C:15]2[C:10](=[CH:11][CH:12]=[C:13]([N:18]3[CH2:22][C@H:21]([CH2:23][NH:24][C:25](=[O:27])[CH3:26])[O:20][C:19]3=[O:28])[CH:14]=2)[CH2:9]1)=[O:7] |f:1.2.3|. Procedure details: A solution of N-[[(5S)-3-[2-[(acetyloxy)acetyl]-1,2,3,4-tetrahydro-6-isoquinolinyl]-2-oxo-5-oxazolidinyl]methyl]acetamide (Example 3, 230 mg, 0.591 mmol) in MeOH (5.9 mL) is treated with K2CO3 (163 mg, 1.18 mmol), and the resulting mixture is stirred at ambient temperature for 1 hr and is then adjusted to pH 7 with 1M aqueous HCl and concentrated under reduced pressure. The residue is diluted with brine (10 mL) and extracted with CH2Cl2 (3×20 mL), and the combined organic phase is dried over anh... Starting materials: O=C1c2ccccc2C(=O)N1Cc1cncc(Br)c1, CN, Cl, [Na+], [OH-]. The product is NCc1cncc(Br)c1. RXN SMILES: [Br:1][c:2]1[cH:3][c:4]([CH2:8][N:9]2[C:10](=[O:11])[c:12]3[cH:13][cH:14][cH:15][cH:16][c:17]3[C:18]2=[O:19])[cH:5][n:6][cH:7]1.[CH3:20][NH2:21].[ClH:24].[Na+:23].[OH-:22]>>[Br:1][c:2]1[cH:3][c:4]([CH2:8][NH2:9])[cH:5][n:6][cH:7]1. Starting materials: CC(=O)N1CCNCC1, CN1CCCC1=O, Nc1ncc(-c2nc(N3CCOCC3)c3nc(Cl)n(CC4CC4)c3n2)cn1. Product: CC(=O)N1CCN(c2nc3c(N4CCOCC4)nc(-c4cnc(N)nc4)nc3n2CC2CC2)CC1. Reaction SMILES: [C:28]([CH3:29])(=[O:30])[N:31]1[CH2:32][CH2:33][NH:34][CH2:35][CH2:36]1.[CH3:37][N:38]1[CH2:39][CH2:40][CH2:41][C:42]1=[O:43].[Cl:1][c:2]1[n:3]([CH2:24][CH:25]2[CH2:26][CH2:27]2)[c:4]2[n:5][c:6](-[c:17]3[cH:18][n:19][c:20]([NH2:23])[n:21][cH:22]3)[n:7][c:8]([N:11]3[CH2:12][CH2:13][O:14][CH2:15][CH2:16]3)[c:9]2[n:10]1>>[c:2]1([N:34]2[CH2:33][CH2:32][N:31]([C:28]([CH3:29])=[O:30])[CH2:36][CH2:35]2)[n:3]([CH2:24][CH:25]2[CH2:26][CH2:27]2)[c:4]2[n:5][c:6](-[c:17]3[cH:18][n:19][c:20]([NH2:23])[n:21][cH:22]3)[n:7][c:8]([N:11]3[CH2:12][CH2:13][O:14][CH2:15][CH2:16]3)[c:9]2[n:10]1. Reactants: O=C([O-])[O-], COC(=O)c1ccc(B(O)O)cc1, O=c1cc(Cl)oc(N2CCOCC2)c1, [K+], [K+], N#N, C1COCCO1, c1ccc(P(c2ccccc2)(c2ccccc2)[Pd](P(c2ccccc2)(c2ccccc2)c2ccccc2)(P(c2ccccc2)(c2ccccc2)c2ccccc2)P(c2ccccc2)(c2ccccc2)c2ccccc2)cc1. The product is COC(=O)c1ccc(-c2cc(=O)cc(N3CCOCC3)o2)cc1. As a reaction SMILES: [C:28](=[O:29])([O-:30])[O-:31].[CH3:15][O:16][C:17](=[O:18])[c:19]1[cH:20][cH:21][c:22]([B:25]([OH:26])[OH:27])[cH:23][cH:24]1.[Cl:1][c:2]1[o:3][c:4]([N:9]2[CH2:10][CH2:11][O:12][CH2:13][CH2:14]2)[cH:5][c:6](=[O:8])[cH:7]1.[K+:32].[K+:33].[N:34]#[N:35].[O:36]1[CH2:37][CH2:38][O:39][CH2:40][CH2:41]1.[cH:42]1[cH:43][cH:44][c:45]([P:46]([Pd:47]([P:48]([c:49]2[cH:50][cH:51][cH:52][cH:53][cH:54]2)([c:55]2[cH:56][cH:57][cH:58][cH:59][cH:60]2)[c:61]2[cH:62][cH:63][cH:64][cH:65][cH:66]2)([P:67]([c:68]2[cH:69][cH:70][cH:71][cH:72][cH:73]2)([c:74]2[cH:75][cH:76][cH:77][cH:78][cH:79]2)[c:80]2[cH:81][cH:82][cH:83][cH:84][cH:85]2)[P:86]([c:87]2[cH:88][cH:89][cH:90][cH:91][cH:92]2)([c:93]2[cH:94][cH:95][cH:96][cH:97][cH:98]2)[c:99]2[cH:100][cH:101][cH:102][cH:103][cH:104]2)([c:105]2[cH:106][cH:107][cH:108][cH:109][cH:110]2)[c:111]2[cH:112][cH:113][cH:114][cH:115][cH:116]2)[cH:117][cH:118]1>>[c:2]1(-[c:22]2[cH:21][cH:20][c:19]([C:17]([O:16][CH3:15])=[O:18])[cH:24][cH:23]2)[o:3][c:4]([N:9]2[CH2:10][CH2:11][O:12][CH2:13][CH2:14]2)[cH:5][c:6](=[O:8])[cH:7]1.